Dataset: the Open Reaction Database (ORD), a public repository of structured organic reaction records. Task: describe an organic reaction: reactants, conditions, products, and yield Reactants: C(CCCCCCCCCCCCCCCCC)O (1-octadecanol), N1=CC=CC2=CC=CC=C12 (quinoline), [Cl-].C(C)OC(\C=C\C(=O)O)=O (fumaric acid monoethylesterchloride). Solvent: C(C)O (ethanol), petroleum ether. Conditions: time 2 hour. The product is C(\C=C\C(=O)OCCCCCCCCCCCCCCCCCC)(=O)OCC (ethyl octadecyl fumarate). As a reaction SMILES: [CH2:1]([OH:19])[CH2:2][CH2:3][CH2:4][CH2:5][CH2:6][CH2:7][CH2:8][CH2:9][CH2:10][CH2:11][CH2:12][CH2:13][CH2:14][CH2:15][CH2:16][CH2:17][CH3:18].N1C2C(=CC=CC=2)C=CC=1.[Cl-].[CH2:31]([O:33][C:34](=[O:40])/[CH:35]=[CH:36]/[C:37](O)=[O:38])[CH3:32]>C(O)C>[C:34]([O:33][CH2:31][CH3:32])(=[O:40])/[CH:35]=[CH:36]/[C:37]([O:19][CH2:1][CH2:2][CH2:3][CH2:4][CH2:5][CH2:6][CH2:7][CH2:8][CH2:9][CH2:10][CH2:11][CH2:12][CH2:13][CH2:14][CH2:15][CH2:16][CH2:17][CH3:18])=[O:38] |f:2.3|. Procedure: 135 g (0.5 mole) of 1-octadecanol and 65 ml (0.55 mole) of quinoline are dissolved, with stirring, at 40° C. in 500 ml of ethanol-free chloroform. Over the course of one hour, 89.4 g (0.55 mole) of fumaric acid monoethylesterchloride were added drop by drop to the clear solution and it was boiled for 2 hours under reflux. The reaction mixture was diluted with 500 ml of petroleum ether and extracted twice with 0.5N hydrochloric acid, water, 5% potassium carbonate solution and water, dried over so...